Dataset: the Open Reaction Database (ORD), a public repository of structured organic reaction records. Task: describe an organic reaction: reactants, conditions, products, and yield Starting materials: CCCC[N+](CCCC)(CCCC)CCCC.[F-] (TBAF), [Si](C1=CC=CC=C1)(C1=CC=CC=C1)(C(C)(C)C)OC[C@H](CC)N1C([C@@](C[C@@H]([C@H]1C1=CC=C(C=C1)Cl)C1=CC(=CC=C1)Cl)(C)CC(=O)O)=O (2-((3R,5R,6S)-1-((S)-1-(tert-butyldiphenylsilyloxy)butan-2-yl)-5-(3-chlorophenyl)-6-(4-chlorophenyl)-3-methyl-2-oxopiperidin-3-yl)acetic acid), C[Si](C)(C)C=[N+]=[N-] ((trimethylsilyl)diazomethane), C(C)OCC (diethyl ether). Run in C1CCOC1 (THF), CO (MeOH), C1=CC=CC=C1 (benzene). The product is ClC=1C=C(C=CC1)[C@H]1C[C@](C(N([C@@H]1C1=CC=C(C=C1)Cl)[C@H](CO)CC)=O)(C)CC(=O)OC (Methyl 2-((3R,5R,6S)-5-(3-chlorophenyl)-6-(4-chlorophenyl)-1-((S)-1-hydroxybutan-2-yl)-3-methyl-2-oxopiperidin-3-yl)acetate). Reaction SMILES: [Si]([O:18][CH2:19][C@@H:20]([N:23]1[C@H:28]([C:29]2[CH:34]=[CH:33][C:32]([Cl:35])=[CH:31][CH:30]=2)[C@@H:27]([C:36]2[CH:41]=[CH:40][CH:39]=[C:38]([Cl:42])[CH:37]=2)[CH2:26][C@@:25]([CH2:44][C:45]([OH:47])=[O:46])([CH3:43])[C:24]1=[O:48])[CH2:21][CH3:22])(C(C)(C)C)(C1C=CC=CC=1)C1C=CC=CC=1.[CH3:49][Si](C=[N+]=[N-])(C)C.C(OCC)C.CCCC[N+](CCCC)(CCCC)CCCC.[F-]>CO.C1C=CC=CC=1.C1COCC1>[Cl:42][C:38]1[CH:37]=[C:36]([C@@H:27]2[C@@H:28]([C:29]3[CH:34]=[CH:33][C:32]([Cl:35])=[CH:31][CH:30]=3)[N:23]([C@@H:20]([CH2:21][CH3:22])[CH2:19][OH:18])[C:24](=[O:48])[C@:25]([CH2:44][C:45]([O:47][CH3:49])=[O:46])([CH3:43])[CH2:26]2)[CH:41]=[CH:40][CH:39]=1 |f:3.4|. Procedure details: A solution of 2-((3R,5R,6S)-1-((S)-1-(tert-butyldiphenylsilyloxy)butan-2-yl)-5-(3-chlorophenyl)-6-(4-chlorophenyl)-3-methyl-2-oxopiperidin-3-yl)acetic acid (Example 185) in MeOH (2 mL) and benzene (8 mL) was stirred with (trimethylsilyl)diazomethane, 2.0 M in diethyl ether (2.02 mL, 4.04 mmol) at rt for 0.5 h. After that time the mixture was concentrated to give the crude methyl ester, which was treated with TBAF in THF at rt for 30 h. The mixture was concentrated and purified by chromatography ... Reported procedure: Following the procedure as described in Example 5, making variations as required to replace ethyl 4-methyl-2-(2-oxo-3-phenylimidazolidin-1-yl)thiazole-5-carboxylate with ethyl 4-methyl-2-(2-oxo-3-phenethylimidazolidin-1-yl)thiazole-5-carboxylate, the title compound was obtained in 92% yield: 1H NMR (300 MHz, DMSO-d6) δ 7.29-7.14 (m, 5H), 3.92 (t, J=7.2 Hz, 2H), 3.53-3.41 (m, 4H), 2.79 (t, J=7.8 Hz, 2H), 2.46 (s, 3H); MS (ES+) m/z 332.2 (M+1). Reaction SMILES: CC1N=C(N2CCN(C3C=CC=CC=3)C2=O)SC=1C(OCC)=O.[CH3:24][C:25]1[N:26]=[C:27]([N:35]2[CH2:39][CH2:38][N:37]([CH2:40][CH2:41][C:42]3[CH:47]=[CH:46][CH:45]=[CH:44][CH:43]=3)[C:36]2=[O:48])[S:28][C:29]=1[C:30]([O:32]CC)=[O:31]>>[CH3:24][C:25]1[N:26]=[C:27]([N:35]2[CH2:39][CH2:38][N:37]([CH2:40][CH2:41][C:42]3[CH:47]=[CH:46][CH:45]=[CH:44][CH:43]=3)[C:36]2=[O:48])[S:28][C:29]=1[C:30]([OH:32])=[O:31]. The reactants are CC=1N=C(SC1C(=O)OCC)N1C(N(CC1)C1=CC=CC=C1)=O (ethyl 4-methyl-2-(2-oxo-3-phenylimidazolidin-1-yl)thiazole-5-carboxylate), CC=1N=C(SC1C(=O)OCC)N1C(N(CC1)CCC1=CC=CC=C1)=O (ethyl 4-methyl-2-(2-oxo-3-phenethylimidazolidin-1-yl)thiazole-5-carboxylate). Yield: 92.0%. Product: CC=1N=C(SC1C(=O)O)N1C(N(CC1)CCC1=CC=CC=C1)=O (4-methyl-2-(2-oxo-3-phenethylimidazolidin-1-yl)thiazole-5-carboxylic acid). Starting materials: C(C1=CC=CC=C1)N1CCC(CC1)=O (1-benzyl-4-piperidone), BrC=1C=C(C=CC1)C (3-bromotoluene), [Mg] (magnesium). Solvent: C1CCOC1 (THF), C1CCOC1 (THF), C1CCOC1 (THF). The product is C(C1=CC=CC=C1)N1CCC(CC1)(O)C1=CC(=CC=C1)C (1-Benzyl-4-(3-methylphenyl)-4-piperidinol). As a reaction SMILES: [Mg].Br[C:3]1[CH:4]=[C:5]([CH3:9])[CH:6]=[CH:7][CH:8]=1.[CH2:10]([N:17]1[CH2:22][CH2:21][C:20](=[O:23])[CH2:19][CH2:18]1)[C:11]1[CH:16]=[CH:15][CH:14]=[CH:13][CH:12]=1>C1COCC1>[CH2:10]([N:17]1[CH2:22][CH2:21][C:20]([C:3]2[CH:8]=[CH:7][CH:6]=[C:5]([CH3:9])[CH:4]=2)([OH:23])[CH2:19][CH2:18]1)[C:11]1[CH:12]=[CH:13][CH:14]=[CH:15][CH:16]=1. Procedure details: This compound is prepared by the procedure described in step A of preparation 1.7, from 1.55 g of magnesium in 25 ml of THF, a solution of 11 g of 3-bromotoluene in 15 ml of THF and a solution of 10 g of 1-benzyl-4-piperidone in 30 ml of THF. The product obtained is chromatographed on silica gel, eluting with a DCM/MeOH (97/3; v/v) mixture. This gives 14.5 g of the expected product. Reactants: F[C@H]1C[C@@H](N(C1)CC1=CC(=CC=C1)C(F)(F)F)C(=O)N[C@@H](C)C1=CC=C(C(=O)[O-])C=C1.[Li+] (lithium 4-((S)-1-((2R,4S)-4-fluoro-1-(3-(trifluoromethyl)benzyl)pyrrolidine-2-carboxamido)ethyl)benzoate). The reagents and catalysts are [Pd] (Pd/C). Run in CO (MeOH), Cl (HCl). Reaction conditions: time 3 hour. Product: F[C@H]1C[C@@H](NC1)C(=O)N[C@@H](C)C1=CC=C(C(=O)O)C=C1 (4-((S)-1-((2R,4S)-4-fluoropyrrolidine-2-carboxamido)ethyl)benzoic acid). The yield is 74.2%. Reaction SMILES: [F:1][C@@H:2]1[CH2:6][N:5](CC2C=CC=C(C(F)(F)F)C=2)[C@@H:4]([C:18]([NH:20][C@H:21]([C:23]2[CH:31]=[CH:30][C:26]([C:27]([O-:29])=[O:28])=[CH:25][CH:24]=2)[CH3:22])=[O:19])[CH2:3]1.[Li+]>CO.Cl.[Pd]>[F:1][C@@H:2]1[CH2:6][NH:5][C@@H:4]([C:18]([NH:20][C@H:21]([C:23]2[CH:31]=[CH:30][C:26]([C:27]([OH:29])=[O:28])=[CH:25][CH:24]=2)[CH3:22])=[O:19])[CH2:3]1 |f:0.1|. Procedure details: A suspension of lithium 4-((S)-1-((2R,4S)-4-fluoro-1-(3-(trifluoromethyl)benzyl)pyrrolidine-2-carboxamido)ethyl)benzoate (D161) (47 mg) and 10% w Pd/C (5 mg) in MeOH (5 ml) and 1M HCl (0.5 ml) was stirred under a constant current of H2 for 3 hrs. Catalyst was filtered off and solvent evaporated to afford a residue which was triturated with cHex and filtered to afford the title compound (D162) (22 mg). Yields the product N#CSc1cc(Cl)c(Cl)c2sc(NC(=O)Nc3ccc(F)cc3)nc12. The reactants are CN(C)C=O, O=C=Nc1ccc(F)cc1, N#CSc1cc(Cl)c(Cl)c2sc(N)nc12. As a reaction SMILES: [CH3:26][N:27]([CH3:28])[CH:29]=[O:30].[F:1][c:2]1[cH:3][cH:4][c:5]([N:8]=[C:9]=[O:10])[cH:6][cH:7]1.[NH2:11][c:12]1[s:13][c:14]2[c:15]([n:16]1)[c:17]([S:23][C:24]#[N:25])[cH:18][c:19]([Cl:22])[c:20]2[Cl:21]>>[F:1][c:2]1[cH:3][cH:4][c:5]([NH:8][C:9](=[O:10])[NH:11][c:12]2[s:13][c:14]3[c:15]([n:16]2)[c:17]([S:23][C:24]#[N:25])[cH:18][c:19]([Cl:22])[c:20]3[Cl:21])[cH:6][cH:7]1. The reactants are N1C(CC2=CC=CC=C12)=O (indolin-2-one), [OH-].[Na+] (sodium hydroxide). The product is C(C1=CC=CC=C1)(=O)C=1C=CC=C2CC(NC12)=O (7-benzoylindolin-2-one). RXN SMILES: [NH:1]1[C:9]2[C:4](=[CH:5][CH:6]=[CH:7][CH:8]=2)[CH2:3][C:2]1=[O:10].[OH-:11].[Na+]>>[C:3]([C:8]1[CH:7]=[CH:6][CH:5]=[C:4]2[C:9]=1[NH:1][C:2](=[O:10])[CH2:3]2)(=[O:11])[C:4]1[CH:9]=[CH:8][CH:7]=[CH:6][CH:5]=1 |f:1.2|. Procedure details: The hydrolysis of an indolin-2-one (II) is carried out in dilute aqueous base as, for example, 3N sodium hydroxide solution, for a period of from about 0.5 hour to about 1.0 hour. The hydrolysis may be run in an inert atmosphere using nitrogen. The hydrolysis mixture may be filtered to remove base-insoluble materials and the pH of the basic solution is adjusted to pH 6-pH 7 by the addition of a weak organic acid such as glacial acetic acid or a dilute mineral acid such as hydrochloric acid. When... The reactants are FC1(CCC(CC1)(O)CNC(=O)C=1C=2C=CC(=NC2C=CC1Cl)Cl)F (2,6-dichloro-quinoline-5-carboxylic acid (4,4-difluoro-1-hydroxycyclohexylmethyl)-amide), CCN(C(C)C)C(C)C (DIPEA), OC[C@H]1CN(CC1)CC ((R)-3-hydroxymethyl-ethyl-pyrrolidine). Yields the product FC1(CCC(CC1)CNC(=O)C=1C=2C=CC(=NC2C=CC1Cl)N1[C@@H](C(CC1)CO)CC)F (6-Chloro-2-((R)-3-hydroxymethyl-ethyl-pyrrolidin-1-yl)-quinoline-5-carboxylic acid (4,4-difluoro-cyclohexylmethyl)-amide). Reaction SMILES: [F:1][C:2]1([F:25])[CH2:7][CH2:6][C:5]([CH2:9][NH:10][C:11]([C:13]2[C:14]3[CH:15]=[CH:16][C:17](Cl)=[N:18][C:19]=3[CH:20]=[CH:21][C:22]=2[Cl:23])=[O:12])(O)[CH2:4][CH2:3]1.[CH3:26][CH2:27]N(C(C)C)C(C)C.[OH:35][CH2:36][C@@H:37]1[CH2:41][CH2:40][N:39](CC)[CH2:38]1>>[F:1][C:2]1([F:25])[CH2:7][CH2:6][CH:5]([CH2:9][NH:10][C:11]([C:13]2[C:14]3[CH:15]=[CH:16][C:17]([N:39]4[CH2:40][CH2:41][CH:37]([CH2:36][OH:35])[C@H:38]4[CH2:26][CH3:27])=[N:18][C:19]=3[CH:20]=[CH:21][C:22]=2[Cl:23])=[O:12])[CH2:4][CH2:3]1. Procedure details: The title compound was synthesized according to the procedure described in example 1 using 2,6-dichloro-quinoline-5-carboxylic acid (4,4-difluoro-1-hydroxycyclohexylmethyl)-amide, DIPEA and (R)-3-hydroxymethyl-ethyl-pyrrolidine. 1H NMR (400 MHz, DMSO-d6) δ ppm 7.75 (1H), 7.48 (2H), 6.69 (1H), 4.72 (1H), 3.66 (m, 2H), 3.49 (m, 2H), 3.32 (m, 2H), 2.44 (m, 2H), 2.06 (m, 2H), 1.85 (m, 2H), 1.74-1.76 (m, 5H), 1.27-1.30 (m, 2H). m/z: 466 [M+H] Reactants: CCOc1cc(Cc2cnc(N)nc2N)cc(OCC2CC2)c1-c1ccc(O)cc1, CCOc1cc(Cc2cnc(N)nc2N)cc(OCC2CC2)c1-c1ccc(OCCN2CCOCC2)cc1, ClCCN1CCOCC1, Cl. Product: CCOc1cc(Cc2cnc(N)nc2N)cc(CC2CC2)c1-c1ccc(OCCN2CCOCC2)cc1. Reaction SMILES: [CH:1]1([CH2:4][O:5][c:6]2[cH:7][c:8]([CH2:9][c:10]3[c:11]([NH2:12])[n:13][c:14]([NH2:15])[n:16][cH:17]3)[cH:18][c:19]([O:20][CH2:21][CH3:22])[c:23]2-[c:24]2[cH:25][cH:26][c:27]([OH:28])[cH:29][cH:30]2)[CH2:2][CH2:3]1.[CH:41]1([CH2:42][O:43][c:46]2[c:47](-[c:64]3[cH:65][cH:66][c:67]([O:70][CH2:71][CH2:72][N:73]4[CH2:74][CH2:75][O:76][CH2:77][CH2:78]4)[cH:68][cH:69]3)[c:48]([O:61][CH2:62][CH3:63])[cH:49][c:50]([CH2:52][c:53]3[c:54]([NH2:60])[n:55][c:56]([NH2:59])[n:57][cH:58]3)[cH:51]2)[CH2:44][CH2:45]1.[Cl:32][CH2:33][CH2:34][N:35]1[CH2:36][CH2:37][O:38][CH2:39][CH2:40]1.[ClH:31]>>[CH:1]1([CH2:4][c:46]2[c:47](-[c:64]3[cH:65][cH:66][c:67]([O:70][CH2:71][CH2:72][N:73]4[CH2:74][CH2:75][O:76][CH2:77][CH2:78]4)[cH:68][cH:69]3)[c:48]([O:61][CH2:62][CH3:63])[cH:49][c:50]([CH2:52][c:53]3[c:54]([NH2:60])[n:55][c:56]([NH2:59])[n:57][cH:58]3)[cH:51]2)[CH2:2][CH2:3]1. Reactants: C(C)OC(C=CC1=CC=C(C=C1)N1CCC(CC1)NC(=O)OC(C)(C)C)=O (4-(4-tert-butoxycarbonylaminopiperidin-1-yl)-cinnamic acid ethyl ester), [H][H] (hydrogen). Reagents/catalysts: [Pd] (Pd—C). Solvent: C(C)O (ethanol). The product is C(C)OC(CCC1=CC=C(C=C1)N1CCC(CC1)NC(=O)OC(C)(C)C)=O (4-(4-tert-butoxycarbonylaminopiperidin-1-yl)-dihydrocinnamic acid ethyl ester). RXN SMILES: [CH2:1]([O:3][C:4](=[O:27])[CH:5]=[CH:6][C:7]1[CH:12]=[CH:11][C:10]([N:13]2[CH2:18][CH2:17][CH:16]([NH:19][C:20]([O:22][C:23]([CH3:26])([CH3:25])[CH3:24])=[O:21])[CH2:15][CH2:14]2)=[CH:9][CH:8]=1)[CH3:2].[H][H]>C(O)C.[Pd]>[CH2:1]([O:3][C:4](=[O:27])[CH2:5][CH2:6][C:7]1[CH:8]=[CH:9][C:10]([N:13]2[CH2:14][CH2:15][CH:16]([NH:19][C:20]([O:22][C:23]([CH3:26])([CH3:25])[CH3:24])=[O:21])[CH2:17][CH2:18]2)=[CH:11][CH:12]=1)[CH3:2]. Procedure details: The 4-(4-tert-butoxycarbonylaminopiperidin-1-yl)-cinnamic acid ethyl ester (126 g, 0.33 mol) obtained in Example 8 (1) was dissolved in ethanol (1 L), and 10% Pd—C (48.5 g) was added, followed by stirring in a hydrogen atmosphere for 18 hours. The insoluble material was filtered with Celite, and the filtrate was evaporated under reduced pressure, thereby obtaining 4-(4-tert-butoxycarbonylaminopiperidin-1-yl)-dihydrocinnamic acid ethyl ester (107 g, 85%) as a white solid. Starting materials: C(C)(C)(C)C=1C(C(=CC(C1)=NC1=CC=C(C=CC(=O)O)C=C1)C(C)(C)C)=O (4-(2,6-di-tertiary-butyl-cyclohexadienon-4-ylideneamino)cinnamic acid), Cl (hydrochloric acid). Reagents/catalysts: [Zn] (zinc). Run in CO (methanol). Product: C(C)(C)(C)C=1C=C(NC2=CC=C(C=CC(=O)O)C=C2)C=C(C1O)C(C)(C)C (4-(3,5-di-tertiary-butyl-4-hydroxyanilino)cinnamic acid). The yield is 19.9%. Reaction SMILES: [C:1]([C:5]1[C:6](=[O:27])[C:7]([C:23]([CH3:26])([CH3:25])[CH3:24])=[CH:8][C:9](=[N:11][C:12]2[CH:22]=[CH:21][C:15]([CH:16]=[CH:17][C:18]([OH:20])=[O:19])=[CH:14][CH:13]=2)[CH:10]=1)([CH3:4])([CH3:3])[CH3:2].Cl>[Zn].CO>[C:1]([C:5]1[CH:10]=[C:9]([CH:8]=[C:7]([C:23]([CH3:26])([CH3:25])[CH3:24])[C:6]=1[OH:27])[NH:11][C:12]1[CH:13]=[CH:14][C:15]([CH:16]=[CH:17][C:18]([OH:20])=[O:19])=[CH:21][CH:22]=1)([CH3:3])([CH3:4])[CH3:2]. Procedure details: A mixture of 2.0 g of 4-(2,6-di-tertiary-butyl-cyclohexadienon-4-ylideneamino)cinnamic acid, 100 ml of methanol, 0.5 ml of concentrated hydrochloric acid and 2 g of zinc powder was stirred for ten minutes. The mixture was filtered and the filtrate was evaporated to give a yellow gummy solid. This material was recrystallized from a mixture of 15 ml of benzene, 4 ml of hexane and 2 ml of cyclohexane to give 0.4 g of yellow granular 4-(3,5-di-tertiary-butyl-4-hydroxyanilino)cinnamic acid, m.p. 199°...